Dataset: the Open Reaction Database (ORD), a public repository of structured organic reaction records. Task: describe an organic reaction: reactants, conditions, products, and yield The reactants are Cl, O=N[O-], Nc1ncc(Cl)cc1Cl, [Na+], O. The product is Clc1cnc(Cl)c(Cl)c1. RXN SMILES: [ClH:14].[N:10]([O-:11])=[O:12].[NH2:1][c:2]1[n:3][cH:4][c:5]([Cl:9])[cH:6][c:7]1[Cl:8].[Na+:13].[OH2:15]>>[c:2]1([Cl:14])[n:3][cH:4][c:5]([Cl:9])[cH:6][c:7]1[Cl:8]. Reactants: C (charcoal), O (water), FC1=C(C(=CC(=C1)F)C=CC1=CC=C(C=C1)C1(CCOCC1)OC)NC(C(C)(C)C)=O (N-{2,4-Difluoro-6-[4-(4-Methoxytetrahydropyran-4-yl)Phenylethenyl]- Phenyl}Pivalamide). Reagents/catalysts: C=1C=CC(=CC1)/C=C/C(=O)/C=C/C2=CC=CC=C2.C=1C=CC(=CC1)/C=C/C(=O)/C=C/C2=CC=CC=C2.[Pd] (Pd(dba)2). The solvent is C(C)OCC (diethyl ether), CS(=O)C (dimethylsulphoxide). Product: FC1=C(C(=CC(=C1)F)\C=C\C1=CC=C(C=C1)C1(CCOCC1)OC)NC(C(C)(C)C)=O (Trans-N-(2,4-Difluoro-6-{2-[4-(4-Methoxytetrahydropyran-4-yl)Phenyl]- ethenyl}Phenyl)Pivalamide). Reaction SMILES: [F:1][C:2]1[CH:7]=[C:6]([F:8])[CH:5]=[C:4]([CH:9]=[CH:10][C:11]2[CH:16]=[CH:15][C:14]([C:17]3([O:23][CH3:24])[CH2:22][CH2:21][O:20][CH2:19][CH2:18]3)=[CH:13][CH:12]=2)[C:3]=1[NH:25][C:26](=[O:31])[C:27]([CH3:30])([CH3:29])[CH3:28].O.C>CS(C)=O.C(OCC)C.C1C=CC(/C=C/C(/C=C/C2C=CC=CC=2)=O)=CC=1.C1C=CC(/C=C/C(/C=C/C2C=CC=CC=2)=O)=CC=1.[Pd]>[F:1][C:2]1[CH:7]=[C:6]([F:8])[CH:5]=[C:4](/[CH:9]=[CH:10]/[C:11]2[CH:16]=[CH:15][C:14]([C:17]3([O:23][CH3:24])[CH2:22][CH2:21][O:20][CH2:19][CH2:18]3)=[CH:13][CH:12]=2)[C:3]=1[NH:25][C:26](=[O:31])[C:27]([CH3:29])([CH3:28])[CH3:30] |f:5.6.7|. Procedure details: The product from Example 6 (3.0 g) was dissolved in dimethylsulphoxide and Pd(dba)2 (200 mg) was added. The mixture was treated with H2 at atmospheric pressure until gas uptake ceased. On completion, the reaction was added to water (500 ml) and extracted with ethyl acetate (2×400 ml). The combined organic extracts were washed with water (2×300 ml) and then dried on MgSO4, and filtered. Removal of the solvent in vacuo gave a yellow oil which was dissolved in diethyl ether, treated with charcoal, ... Reactants: OC1=CC=C(C(=O)NN)C=C1 (4-hydroxy-benzoic acid hydrazide), ClC1=C(C=O)C=CC=C1C(F)(F)F (2-chloro-3-(trifluoromethyl)benzaldehyde). The solvent is CCO (EtOH). Reported procedure: To a solution of 4-hydroxy-benzoic acid hydrazide (0.3 g, 0.002 mol) and 2-chloro-3-(trifluoromethyl)benzaldehyde (0.42 g, 0.002 mol) in abs. EtOH (10 mL) was added 1 drop of acetic acid. The reaction mixture was refluxed for 4 hours. The reaction mixture was cooling to room temperature and concentrated to remove solvent. The resulting residue was solidified by EtOAc to give white solid 0.64 g, in 93% yield, mp: 261.5° C. 1H NMR (CD3OD) δ 8.89 (s, 1H), 8.51 (d, 1H), 7.85 (m, 3H), 7.56 (t, 1H), 6... As a reaction SMILES: [OH:1][C:2]1[CH:11]=[CH:10][C:5]([C:6]([NH:8][NH2:9])=[O:7])=[CH:4][CH:3]=1.[Cl:12][C:13]1[C:20]([C:21]([F:24])([F:23])[F:22])=[CH:19][CH:18]=[CH:17][C:14]=1[CH:15]=O>C(O)(=O)C.CCO>[Cl:12][C:13]1[C:20]([C:21]([F:22])([F:23])[F:24])=[CH:19][CH:18]=[CH:17][C:14]=1[CH:15]=[N:9][NH:8][C:6](=[O:7])[C:5]1[CH:10]=[CH:11][C:2]([OH:1])=[CH:3][CH:4]=1. Isolated yield 93.4%. The reagents and catalysts are C(C)(=O)O (acetic acid). The product is ClC1=C(C=NNC(C2=CC=C(C=C2)O)=O)C=CC=C1C(F)(F)F (4-Hydroxy-benzoic acid (2-chloro-3-trifluoromethyl-benzylidene)-hydrazide).